This data is from the Open Reaction Database (ORD), a public repository of structured organic reaction records. The task is: describe an organic reaction: reactants, conditions, products, and yield The reactants are CS(=O)(=O)N1CCCn2c(nc3c(N)nc4cc(OCc5ccccc5)ccc4c32)C1, CO. Yields the product CS(=O)(=O)N1CCCn2c(nc3c(N)nc4cc(O)ccc4c32)C1. As a reaction SMILES: [CH2:1]([c:2]1[cH:3][cH:4][cH:5][cH:6][cH:7]1)[O:8][c:9]1[cH:10][cH:11][c:12]2[c:13]3[c:14]([c:15]([NH2:19])[n:16][c:17]2[cH:18]1)[n:20][c:21]1[n:22]3[CH2:23][CH2:24][CH2:25][N:26]([S:28](=[O:29])(=[O:30])[CH3:31])[CH2:27]1.[CH3:32][OH:33]>>[OH:8][c:9]1[cH:10][cH:11][c:12]2[c:13]3[c:14]([c:15]([NH2:19])[n:16][c:17]2[cH:18]1)[n:20][c:21]1[n:22]3[CH2:23][CH2:24][CH2:25][N:26]([S:28](=[O:29])(=[O:30])[CH3:31])[CH2:27]1.